Dataset: the Open Reaction Database (ORD), a public repository of structured organic reaction records. Task: describe an organic reaction: reactants, conditions, products, and yield RXN SMILES: [C:1]([O:7][CH2:8][C@H:9]([CH3:38])[CH2:10][C@H:11]([O:36][CH3:37])[C@@H:12]([O:28]CC1C=CC=CC=1)[C@@H:13]([O:26][CH3:27])[CH2:14][C@@H:15]([CH3:25])[CH2:16][O:17][Si:18]([C:21]([CH3:24])([CH3:23])[CH3:22])([CH3:20])[CH3:19])(=[O:6])[C:2]([CH3:5])([CH3:4])[CH3:3]>[OH-].[OH-].[Pd+2]>[C:1]([O:7][CH2:8][C@H:9]([CH3:38])[CH2:10][C@H:11]([O:36][CH3:37])[C@@H:12]([OH:28])[C@@H:13]([O:26][CH3:27])[CH2:14][C@@H:15]([CH3:25])[CH2:16][O:17][Si:18]([C:21]([CH3:22])([CH3:23])[CH3:24])([CH3:19])[CH3:20])(=[O:6])[C:2]([CH3:5])([CH3:3])[CH3:4] |f:1.2.3|. The reactants are C(C(C)(C)C)(=O)OC[C@@H](C[C@@H]([C@H]([C@H](C[C@H](CO[Si](C)(C)C(C)(C)C)C)OC)OCC1=CC=CC=C1)OC)C ((2R,4S,5R,6S,8R)-1-Pivaloyloxy-2,8,dimethyl-4,6-dimethoxy-5-benzyloxy-9-t-butyldimethylsilyloxynonane). Yields the product C(C(C)(C)C)(=O)OC[C@@H](C[C@@H]([C@H]([C@H](C[C@H](CO[Si](C)(C)C(C)(C)C)C)OC)O)OC)C ((2R,4S,5R,6S,8R)-1-Pivaloyloxy-2,8-dimethyl-4,6-dimethoxy-5-hydroxyl-9-t-butyldimethylsilyloxynonane). Reagents/catalysts: [OH-].[OH-].[Pd+2] (palladium hydroxide on carbon). The yield is 99.4%. Procedure: Benzyl ether 23 (3.58 g, 6.48 mmol) was dissolved in 50 ml of ethyl acetateand treated with 950 mg of 20% palladium hydroxide on carbon. Hydrogen gas was bubbled into the solution at 25° C. for 1 hr. The mixture was filtered through celite and concentrated in vacuo to give 2.98 g of the alcohol 24 as an oil. This material was used directly in the subsequent transformation. The reactants are ClC=1C(=CC(N(C1)C(C(=O)OC(C)(C)C)CC1CC1)=O)C1=C(C=CC(=C1)Cl)C#N (tert-butyl 2-[5-chloro-4-(5-chloro-2-cyanophenyl)-2-oxopyridin-1(2H)-yl]-3-cyclopropylpropanoate), C(=O)(C(F)(F)F)O (TFA). The product is ClC=1C(=CC(N(C1)C(C(=O)O)CC1CC1)=O)C1=C(C=CC(=C1)Cl)C#N (2-[5-Chloro-4-(5-chloro-2-cyanophenyl)-2-oxopyridin-1(2H)-yl]-3-cyclopropylpropanoic acid). Reaction SMILES: [Cl:1][C:2]1[C:3]([C:21]2[CH:26]=[C:25]([Cl:27])[CH:24]=[CH:23][C:22]=2[C:28]#[N:29])=[CH:4][C:5](=[O:20])[N:6]([CH:8]([CH2:16][CH:17]2[CH2:19][CH2:18]2)[C:9]([O:11]C(C)(C)C)=[O:10])[CH:7]=1.C(O)(C(F)(F)F)=O>>[Cl:1][C:2]1[C:3]([C:21]2[CH:26]=[C:25]([Cl:27])[CH:24]=[CH:23][C:22]=2[C:28]#[N:29])=[CH:4][C:5](=[O:20])[N:6]([CH:8]([CH2:16][CH:17]2[CH2:18][CH2:19]2)[C:9]([OH:11])=[O:10])[CH:7]=1. Procedure details: 245 mg (0.57 mmol) of tert-butyl 2-[5-chloro-4-(5-chloro-2-cyanophenyl)-2-oxopyridin-1(2H)-yl]-3-cyclopropylpropanoate (racemate) were hydrolysed with 20 eq. of TFA according to General Method 6A. Yield: 268 mg (quant.) Starting materials: CN(C)S(=O)(=O)c1cc(F)ccc1CN=[N+]=[N-], C1CCOC1, O, c1ccc(P(c2ccccc2)c2ccccc2)cc1. Yields the product CN(C)S(=O)(=O)c1cc(F)ccc1CN. Reaction SMILES: [N:1](=[N+:2]=[N-:3])[CH2:4][c:5]1[c:6]([S:12](=[O:13])(=[O:14])[N:15]([CH3:16])[CH3:17])[cH:7][c:8]([F:11])[cH:9][cH:10]1.[O:37]1[CH2:38][CH2:39][CH2:40][CH2:41]1.[OH2:42].[c:18]1([P:19]([c:20]2[cH:21][cH:22][cH:23][cH:24][cH:25]2)[c:26]2[cH:27][cH:28][cH:29][cH:30][cH:31]2)[cH:32][cH:33][cH:34][cH:35][cH:36]1>>[NH2:1][CH2:4][c:5]1[c:6]([S:12](=[O:13])(=[O:14])[N:15]([CH3:16])[CH3:17])[cH:7][c:8]([F:11])[cH:9][cH:10]1. The reactants are ice, NC1=C2C=CN(C(C2=CC=C1)C)C (5-amino-1,2-dihydro-1,2-dimethyl isoquinoline), [BH4-].[Na+] (sodium borohydride). Product: NC1=C2CCN(C(C2=CC=C1)C)C ((±) 5-Amino-1,2-dimethyl-1,2,3,4-tetrahydroisoquinoline). As a reaction SMILES: [NH2:1][C:2]1[CH:11]=[CH:10][CH:9]=[C:8]2[C:3]=1[CH:4]=[CH:5][N:6]([CH3:13])[CH:7]2[CH3:12].[BH4-].[Na+]>CO>[NH2:1][C:2]1[CH:11]=[CH:10][CH:9]=[C:8]2[C:3]=1[CH2:4][CH2:5][N:6]([CH3:13])[CH:7]2[CH3:12] |f:1.2|. Conditions: time 8 hour. Procedure: To an ice cold solution of 5-amino-1,2-dihydro-1,2-dimethyl isoquinoline (4 g, 23.2 mmol) in methanol (80 ml) was added sodium borohydride (3.51 g, 92.8 mmol) portionwise. The mixture was allowed to stir at room temperature overnight before concentration in vacuo; the residue was then partitioned between water and dichloromethane. The organic layer was dried over sodium sulfate and concentrated in vacuo to afford a light brown oil (4.023 g). Isolated yield 98.4%. The solvent is CO (methanol). Starting materials: CN(C)C=O, [Cl-], Cc1cc(Cl)cc(C#N)n1, CC(O)C(F)(F)F, [H-], [NH4+], [Na+]. The product is Cc1cc(OC(C)C(F)(F)F)cc(C#N)n1. Reaction SMILES: [CH3:22][N:23]([CH3:24])[CH:25]=[O:26].[Cl-:20].[Cl:10][c:11]1[cH:12][c:13]([C:18]#[N:19])[n:14][c:15]([CH3:17])[cH:16]1.[F:3][C:4]([CH:5]([CH3:6])[OH:7])([F:8])[F:9].[H-:1].[NH4+:21].[Na+:2]>>[F:3][C:4]([CH:5]([CH3:6])[O:7][c:11]1[cH:12][c:13]([C:18]#[N:19])[n:14][c:15]([CH3:17])[cH:16]1)([F:8])[F:9]. Starting materials: O (Water), C(C=CC1=CC=CC=C1)(=O)CC(=O)OCC (Ethyl cinnamoylacetate), N(=[N+]=[N-])C1=CC=C(C(=O)NCC)C=C1 (4-azido-N-ethylbenzamide), [O-]CC.[Na+] (sodium ethoxide). Solvent: C(C)O (ethanol), C(C)O (ethanol). Conditions: time 30 minute. Yields the product C(C)NC(=O)C1=CC=C(C=C1)N1N=NC(=C1\C=C\C1=CC=CC=C1)C(=O)O (1-{4-[(ethylamino)carbonyl]phenyl}-5-[(E)-2-phenylvinyl]-1H-1,2,3-triazole-4-carboxylic acid). Yield: 43.9%. As a reaction SMILES: [C:1]([CH2:11][C:12]([O:14]CC)=[O:13])(=O)[CH:2]=[CH:3][C:4]1[CH:9]=[CH:8][CH:7]=[CH:6][CH:5]=1.[N:17]([C:20]1[CH:30]=[CH:29][C:23]([C:24]([NH:26][CH2:27][CH3:28])=[O:25])=[CH:22][CH:21]=1)=[N+:18]=[N-:19].[O-]CC.[Na+].O>C(O)C>[CH2:27]([NH:26][C:24]([C:23]1[CH:29]=[CH:30][C:20]([N:17]2[C:1](/[CH:2]=[CH:3]/[C:4]3[CH:5]=[CH:6][CH:7]=[CH:8][CH:9]=3)=[C:11]([C:12]([OH:14])=[O:13])[N:19]=[N:18]2)=[CH:21][CH:22]=1)=[O:25])[CH3:28] |f:2.3|. Procedure: Ethyl cinnamoylacetate (1.17 g, 4.82 mmol, 1.2 eq.) obtained in Example 106a) and 4-azido-N-ethylbenzamide (0.750 g, 3.94 mmol) were dissolved in ethanol (25 ml), sodium ethoxide (373 mg, 4.93 mmol, 1.25 eq.) was added, and the mixture was stirred at room temperature for 30 min, and then at 60° C. for 10.5 hr. Water (20 ml) was added to the reaction mixture, ethanol was evaporated, and the residue was diluted with 2% aqueous sodium carbonate solution (20 ml) and washed with ethyl acetate-hexane ...